From a dataset of the Open Reaction Database (ORD), a public repository of structured organic reaction records. describe an organic reaction: reactants, conditions, products, and yield Reactants: C(C=C)OC1(CCN(CC1)C1=C(C(=C(C=2N1C=C(N2)C=2C=C(C=CC2)C2=C(C=C(C=C2O[C@@H](C)CC=C)F)F)C)C)[C@@H](C(=O)OC)OC(C)(C)C)C ((S)-methyl 2-(5-(4-(allyloxy)-4-methylpiperidin-1-yl)-2-(2′,4′-difluoro-6′-((S)-pent-4-en-2-yloxy)-[1,1′-biphenyl]-3-yl)-7,8-dimethylimidazo[1,2-a]pyridin-6-yl)-2-(tert-butoxy)acetate), C(C)(C)(C)O[C@H](C(=O)OC)C1=C2N3CCC(OCC=CC[C@@H](OC=4C=C(C=CC4C4=CC=CC(C5=CN2C(C=C1C)=N5)=C4)F)C)(CC3)C (methyl(2S)-2-(tert-butoxy)-2-[(22S)-18-fluoro-4,22,28-trimethyl-21,27-dioxa-1,7,34-triazahexacyclo[26.2.2.16,9.110,14.02,7.015,20]tetratriaconta-2,4,6(34),8,10(33),11,13,15(20),16,18,24-undecaen-3-yl]acetate). Product: C(C)(C)(C)O[C@H](C(=O)OC)C1=C2N3CCC(OC\C=C/C[C@@H](OC=4C=C(C=C(C4C4=CC=CC(C5=CN2C(C(=C1C)C)=N5)=C4)F)F)C)(CC3)C (Methyl(2S)-2-(tert-butoxy)-2-[(22S,24Z)-16,18-difluoro-4,5,22,28-tetramethyl-21,27-dioxa-1,7,34-triazahexacyclo[26.2.2.16,9.110,14.02,7.015,20]tetratriaconta-2,4,6(34),8,10(33),11,13,15(20),16,18,24-undecaen-3-yl]acetate). The yield is 85.0%. Reaction SMILES: [CH2:1]([O:4][C:5]1([CH3:52])[CH2:10][CH2:9][N:8]([C:11]2[N:16]3[CH:17]=[C:18]([C:20]4[CH:21]=[C:22]([C:26]5[C:31]([O:32][C@H:33]([CH2:35]C=C)[CH3:34])=[CH:30][C:29]([F:38])=[CH:28][C:27]=5[F:39])[CH:23]=[CH:24][CH:25]=4)[N:19]=[C:15]3[C:14]([CH3:40])=[C:13]([CH3:41])[C:12]=2[C@H:42]([O:47][C:48]([CH3:51])([CH3:50])[CH3:49])[C:43]([O:45][CH3:46])=[O:44])[CH2:7][CH2:6]1)[CH:2]=[CH2:3].C(O[C@@H](C1C(C)=CC2=NC3=CN2C=1N1CCC(C)(OCC=CC[C@H](C)OC2C=C(F)C=CC=2C2C=C3C=CC=2)CC1)C(OC)=O)(C)(C)C>>[C:48]([O:47][C@@H:42]([C:12]1[C:13]([CH3:41])=[C:14]([CH3:40])[C:15]2=[N:19][C:18]3=[CH:17][N:16]2[C:11]=1[N:8]1[CH2:9][CH2:10][C:5]([CH3:52])([O:4][CH2:1][CH:2]=[CH:3][CH2:34][C@H:33]([CH3:35])[O:32][C:31]2[CH:30]=[C:29]([F:38])[CH:28]=[C:27]([F:39])[C:26]=2[C:22]2[CH:21]=[C:20]3[CH:25]=[CH:24][CH:23]=2)[CH2:6][CH2:7]1)[C:43]([O:45][CH3:46])=[O:44])([CH3:50])([CH3:51])[CH3:49]. Procedure: Prepared in 85% yield from (S)-methyl 2-(5-(4-(allyloxy)-4-methylpiperidin-1-yl)-2-(2′,4′-difluoro-6′-((S)-pent-4-en-2-yloxy)-[1,1′-biphenyl]-3-yl)-7,8-dimethylimidazo[1,2-a]pyridin-6-yl)-2-(tert-butoxy)acetate following the procedure for methyl(2S)-2-(tert-butoxy)-2-[(22S)-18-fluoro-4,22,28-trimethyl-21,27-dioxa-1,7,34-triazahexacyclo[26.2.2.16,9.110,14.02,7.015,20]tetratriaconta-2,4,6(34),8,10(33),11,13,15(20),16,18,24-undecaen-3-yl]acetate. LCMS (ESI, M+1): 688.4. Starting materials: FC(C1CO1)(F)F (1,1,1-trifluoro-2,3-epoxypropane), C(=O)(O)CN1CCN(CCN(CCNCC1)CC(=O)O)CC(=O)O (1,4,7-triscarboxymethyl-1,4,7,10-tetraazacyclododecane), [OH-].[K+] (potassium hydroxide). Run in O1CCOCC1 (dioxane), O (water). Run at temperature 70 celsius, time 24 hour. Yields the product OC(CN1CCN(CCN(CCN(CC1)CC(=O)O)CC(=O)O)CC(=O)O)C(F)(F)F (10-(2-Hydroxy-2-trifluoromethyl-ethyl)-1,4,7-tris-carboxymethyl-1,4,7,10-tetraazacyclododecane). RXN SMILES: [F:1][C:2]([F:7])([F:6])[CH:3]1[O:5][CH2:4]1.[C:8]([CH2:11][N:12]1[CH2:23][CH2:22][NH:21][CH2:20][CH2:19][N:18]([CH2:24][C:25]([OH:27])=[O:26])[CH2:17][CH2:16][N:15]([CH2:28][C:29]([OH:31])=[O:30])[CH2:14][CH2:13]1)([OH:10])=[O:9].[OH-].[K+]>O1CCOCC1.O>[OH:5][CH:3]([C:2]([F:7])([F:6])[F:1])[CH2:4][N:21]1[CH2:22][CH2:23][N:12]([CH2:11][C:8]([OH:10])=[O:9])[CH2:13][CH2:14][N:15]([CH2:28][C:29]([OH:31])=[O:30])[CH2:16][CH2:17][N:18]([CH2:24][C:25]([OH:27])=[O:26])[CH2:19][CH2:20]1 |f:2.3|. Procedure: 12.94 g (115.44 mmol) of (1,1,1-trifluoro-2,3-epoxypropane) and 10 g (28.86 mmol) of 1,4,7-triscarboxymethyl-1,4,7,10-tetraazacyclododecane are dissolved in a mixture of 50 ml of dioxane/80 ml of water, and the pH is brought to 10 with 6N potassium hydroxide solution. It is stirred for 24 hours at 70° C. with exclusion of pressure. It is evaporated to dryness, the residue is taken up with 300 ml of water/50 ml of methanol and extracted twice with 100 ml of tert-butyl methyl ether. The aqueous so... Starting materials: ClC1=C(C(=CC=C1)Cl)C=1SC(C(N1)=O)=O (2-(2,6-dichlorophenyl)-thiazoline-4,5-dione), ClC=1C=C(N)C=CC1Cl (3,4-dichloroaniline). Solvent: C1(=CC=CC=C1)C (toluene), C1(=CC=CC=C1)C (toluene). Conditions: temperature 90 celsius. Yields the product ClC1=C(C(=S)NC(=O)NC2=CC(=C(C=C2)Cl)Cl)C(=CC=C1)Cl (N-(2,6-dichlorothiobenzoyl)-N'-(3,4-dichlorophenyl)-urea). As a reaction SMILES: [Cl:1][C:2]1[CH:7]=[CH:6][CH:5]=[C:4]([Cl:8])[C:3]=1[C:9]1[S:10]C(=O)[C:12](=[O:14])[N:13]=1.[Cl:16][C:17]1[CH:18]=[C:19]([CH:21]=[CH:22][C:23]=1[Cl:24])[NH2:20]>C1(C)C=CC=CC=1>[Cl:1][C:2]1[CH:7]=[CH:6][CH:5]=[C:4]([Cl:8])[C:3]=1[C:9]([NH:13][C:12]([NH:20][C:19]1[CH:21]=[CH:22][C:23]([Cl:24])=[C:17]([Cl:16])[CH:18]=1)=[O:14])=[S:10]. Procedure: 26.0 g of 2-(2,6-dichlorophenyl)-thiazoline-4,5-dione are suspended in 250 ml of dry toluene and heated to 90° C. while stirring. Gas is evolved and a violet solution is obtained, to which is added 16.2 g of 3,4-dichloroaniline dissolved in 30 ml of toluene. After stirring for 15 minutes the solution is cooled and the precipitate obtained is drawn off. Yield 20.1 g. Melting point 168° C. Reactants: CN1C(CCC1=O)=O (N-methyl succinimide), COC1=CC(=CC=C1)OC (1,3-dimethoxybenzene), C(CCC)[Li] (n-butyl lithium), CCCCCC (hexane). The solvent is O1CCCC1 (tetrahydrofuran), O1CCCC1 (tetrahydrofuran). Reaction conditions: time 8 hour. The product is CNC(CCC(C1=C(C=CC=C1OC)OC)=O)=O (N-methyl 3-(2,6-dimethoxybenzoyl)propionamide). The yield is 93.3%. Reaction SMILES: [CH3:1][O:2][C:3]1[CH:8]=[CH:7][CH:6]=[C:5]([O:9][CH3:10])[CH:4]=1.C([Li])CCC.CCCCCC.[CH3:22][N:23]1[C:27](=[O:28])[CH2:26][CH2:25][C:24]1=[O:29]>O1CCCC1>[CH3:22][NH:23][C:24](=[O:29])[CH2:25][CH2:26][C:27](=[O:28])[C:4]1[C:3]([O:2][CH3:1])=[CH:8][CH:7]=[CH:6][C:5]=1[O:9][CH3:10]. Procedure: A solution of 1,3-dimethoxybenzene (89 ml, 0.064 mole) in dry tetrahydrofuran (480 ml) was added during 10 minutes to a stirred solution of n-butyl lithium in hexane (350 ml, 0.6 mole) under an atmosphere of nitrogen. The stirred mixture was heated under reflux for 90 minutes, then a solution of N-methyl succinimide (77 g, 0.68 mole) in dry tetrahydrofuran was added dropwise. The mixture was heated under reflux for an additional hour and then allowed to stand overnight. The supernatant was decan... Starting materials: BrN1C(CCC1=O)=O (N-bromosuccinimide), ClC1=C(CC2=NOCCO2)C=CC=C1 (3-(2-chlorobenzyl)-5,6-dihydro-1,4,2-dioxazine), C(C)(=O)OCC (ethyl acetate), CCCCCC (hexane). The reagents and catalysts are C(C1=CC=CC=C1)(=O)OOC(C1=CC=CC=C1)=O (benzoyl peroxide). The solvent is C(Cl)(Cl)(Cl)Cl (carbon tetrachloride). Yields the product ClC1=C(C(C2=NOCCO2)Br)C=CC=C1 (2-Chloro-α-(5,6-dihydro-1,4,2-dioxazin-3-yl)benzyl bromide). Yield: 87.0%. As a reaction SMILES: [Cl:1][C:2]1[CH:14]=[CH:13][CH:12]=[CH:11][C:3]=1[CH2:4][C:5]1[O:10][CH2:9][CH2:8][O:7][N:6]=1.[Br:15]N1C(=O)CCC1=O.C(OCC)(=O)C.CCCCCC>C(Cl)(Cl)(Cl)Cl.C(OOC(=O)C1C=CC=CC=1)(=O)C1C=CC=CC=1>[Cl:1][C:2]1[CH:14]=[CH:13][CH:12]=[CH:11][C:3]=1[CH:4]([Br:15])[C:5]1[O:10][CH2:9][CH2:8][O:7][N:6]=1. Procedure: 4.0 g (19 mmole) of 3-(2-chlorobenzyl)-5,6-dihydro-1,4,2-dioxazine (prepared as described in Preparation 1) were dissolved in 40 ml of carbon tetrachloride, and then 4.1 g (23 mmole) of N-bromosuccinimide and 0.2 g of benzoyl peroxide were added to the solution, which was then stirred, whilst heating, for 8 hours. At the end of this time, 100 ml of ethyl acetate and 100 ml of hexane were added to the solution, and the mixture was stirred at room temperature for 30 minutes; insolubles were then r... Starting materials: C(C1=CC=CC=C1)=O (Benzaldehyde), CC1(N=C(OC1)COC)C (4,4-dimethyl-2-methoxymethyl-2-oxazoline). Yields the product C1(=CC=CC=C1)C=C(OC)C=1OCC(N1)(C)C (2-(2-phenyl-1-methoxyethenyl)-4,4-dimethyl-2-oxazoline). As a reaction SMILES: [CH:1](=O)[C:2]1[CH:7]=[CH:6][CH:5]=[CH:4][CH:3]=1.[CH3:9][C:10]1([CH3:18])[CH2:14][O:13][C:12]([CH2:15][O:16][CH3:17])=[N:11]1>>[C:2]1([CH:1]=[C:15]([C:12]2[O:13][CH2:14][C:10]([CH3:18])([CH3:9])[N:11]=2)[O:16][CH3:17])[CH:7]=[CH:6][CH:5]=[CH:4][CH:3]=1. Procedure: Benzaldehyde was reacted with 4,4-dimethyl-2-methoxymethyl-2-oxazoline (derived from methoxyacetic acid) to produce 2-(2-phenyl-1-methoxyethenyl)-4,4-dimethyl-2-oxazoline (P-1907), b.p. 122 (0.3 mm)-125 (0.26 mm).